Dataset: the Open Reaction Database (ORD), a public repository of structured organic reaction records. Task: describe an organic reaction: reactants, conditions, products, and yield Reactants: C1(=CC=CC=C1)S (thiophenol), [H-].[Na+] (sodium hydride), CC=1NC(=C(N1)CC)I (2-methyl-4-ethyl-5-iodoimidazole). The solvent is CN(C=O)C (dimethylformamide). Reaction conditions: temperature 130 celsius. The product is CC=1NC(=C(N1)CC)SC1=CC=CC=C1 (2-Methy1-4-ethyl-5-phenylthioimidazole). The yield is 64.0%. Reaction SMILES: [C:1]1([SH:7])[CH:6]=[CH:5][CH:4]=[CH:3][CH:2]=1.[H-].[Na+].[CH3:10][C:11]1[NH:12][C:13](I)=[C:14]([CH2:16][CH3:17])[N:15]=1>CN(C)C=O>[CH3:10][C:11]1[NH:12][C:13]([S:7][C:1]2[CH:6]=[CH:5][CH:4]=[CH:3][CH:2]=2)=[C:14]([CH2:16][CH3:17])[N:15]=1 |f:1.2|. Procedure details: To a solution of 2.24 g of thiophenol (20.3 mmol) in 16 ml of dry dimethylformamide is added 1.4 g of sodium hydride (60% oil suspension: 35 mmol) under ice cooling. Ten minutes later, 3.2 g of 2-methyl-4-ethyl-5-iodoimidazole (13.6 mmol) is added to the mixture, which is heated at 130° C. in a nitrogen atmosphere. Two hours later, the dimethylformamide is evaporated in vacuo. The residue is mixed with dry ice and extracted with methylene chloride. The extract is washed with water, dried over Na...